From a dataset of the Open Reaction Database (ORD), a public repository of structured organic reaction records. describe an organic reaction: reactants, conditions, products, and yield Reactants: CO, NN, O=C1c2ccccc2C(=O)N1CCn1nc(-c2ccccc2)ccc1=O. Product: NCCn1nc(-c2ccccc2)ccc1=O. RXN SMILES: [CH3:29][OH:30].[NH2:27][NH2:28].[O:1]=[c:2]1[cH:3][cH:4][c:5](-[c:21]2[cH:22][cH:23][cH:24][cH:25][cH:26]2)[n:6][n:7]1[CH2:8][CH2:9][N:10]1[C:11](=[O:12])[c:13]2[c:14]([cH:15][cH:16][cH:17][cH:18]2)[C:19]1=[O:20]>>[O:1]=[c:2]1[cH:3][cH:4][c:5](-[c:21]2[cH:22][cH:23][cH:24][cH:25][cH:26]2)[n:6][n:7]1[CH2:8][CH2:9][NH2:10]. Reactants: O=C[C@H](O)[C@@H](O)[C@H](O)[C@H](O)CO (D-glucose), C1(=CC=CC=C1)C (toluene), Cl (hydrogen chloride). Run in O (water), O (water). Reaction conditions: time 5 hour. Product: ClCC1=CC=C(C=O)O1 (5-chloromethylfurfural). As a reaction SMILES: [O:1]=[CH:2][C@@H:3]([C@H:5]([C@@H:7]([C@@H:9]([CH2:11]O)[OH:10])O)O)O.C1(C)C=CC=CC=1.[ClH:20]>O>[Cl:20][CH2:11][C:9]1[O:10][C:3]([CH:2]=[O:1])=[CH:5][CH:7]=1. Procedure: Five grams (0.028 mole) of a commercially available D-glucose was added to a three-necked flask equipped with a condenser and a stirrer, and dissolved in 5 ml of water. Thirty milli-liters of toluene was further added and the mixture was stirred. Thereafter, a molar excess of hydrogen chloride (about 12 g) was passed through the mixture at room temperature for 30 minutes with thorough stirring. Stirring was further continued at 45° C. for 5 hours. The reaction solution containing a small amount ... Starting materials: O=C1Cc2cc(C(=O)O)ccc2N1, c1ccc(CN2CCNCC2)cc1, C(=NC1CCCCC1)=NC1CCCCC1, C1COCCO1. Product: O=C1Cc2cc(C(=O)N3CCN(Cc4ccccc4)CC3)ccc2N1. RXN SMILES: [C:1](=[O:2])([OH:3])[c:4]1[cH:5][c:6]2[c:10]([cH:11][cH:12]1)[NH:9][C:8](=[O:13])[CH2:7]2.[CH2:29]([c:30]1[cH:31][cH:32][cH:33][cH:34][cH:35]1)[N:36]1[CH2:37][CH2:38][NH:39][CH2:40][CH2:41]1.[CH:14]1([N:15]=[C:16]=[N:17][CH:18]2[CH2:19][CH2:20][CH2:21][CH2:22][CH2:23]2)[CH2:24][CH2:25][CH2:26][CH2:27][CH2:28]1.[O:42]1[CH2:43][CH2:44][O:45][CH2:46][CH2:47]1>>[C:1](=[O:3])([c:4]1[cH:5][c:6]2[c:10]([cH:11][cH:12]1)[NH:9][C:8](=[O:13])[CH2:7]2)[N:39]1[CH2:38][CH2:37][N:36]([CH2:29][c:30]2[cH:31][cH:32][cH:33][cH:34][cH:35]2)[CH2:41][CH2:40]1. The reactants are Brc1cccs1, Cc1ccccc1, CCO, Cc1ccccc1B(O)O, [Na+], [Na+], O=C([O-])[O-], [Pd], c1ccc(P(c2ccccc2)c2ccccc2)cc1, c1ccc(P(c2ccccc2)c2ccccc2)cc1, c1ccc(P(c2ccccc2)c2ccccc2)cc1, c1ccc(P(c2ccccc2)c2ccccc2)cc1. The product is Cc1ccccc1-c1cccs1. Reaction SMILES: [Br:17][c:18]1[s:19][cH:20][cH:21][cH:22]1.[CH3:23][c:24]1[cH:25][cH:26][cH:27][cH:28][cH:29]1.[CH3:30][CH2:31][OH:32].[CH3:7][c:8]1[c:9]([B:14]([OH:15])[OH:16])[cH:10][cH:11][cH:12][cH:13]1.[Na+:1].[Na+:2].[O-:3][C:4](=[O:5])[O-:6].[Pd:33].[c:34]1([P:35]([c:36]2[cH:37][cH:38][cH:39][cH:40][cH:41]2)[c:42]2[cH:43][cH:44][cH:45][cH:46][cH:47]2)[cH:48][cH:49][cH:50][cH:51][cH:52]1.[c:53]1([P:54]([c:55]2[cH:56][cH:57][cH:58][cH:59][cH:60]2)[c:61]2[cH:62][cH:63][cH:64][cH:65][cH:66]2)[cH:67][cH:68][cH:69][cH:70][cH:71]1.[c:72]1([P:73]([c:74]2[cH:75][cH:76][cH:77][cH:78][cH:79]2)[c:80]2[cH:81][cH:82][cH:83][cH:84][cH:85]2)[cH:86][cH:87][cH:88][cH:89][cH:90]1.[c:91]1([P:92]([c:93]2[cH:94][cH:95][cH:96][cH:97][cH:98]2)[c:99]2[cH:100][cH:101][cH:102][cH:103][cH:104]2)[cH:105][cH:106][cH:107][cH:108][cH:109]1>>[CH3:7][c:8]1[c:9](-[c:18]2[s:19][cH:20][cH:21][cH:22]2)[cH:10][cH:11][cH:12][cH:13]1. The reactants are C(N)([O-])=O (Carbamate), COC(CC=1C(=NN(C1C)CC1=CC=C(C=C1)N)C)=O ([1-(4-amino-benzyl)-3,5-dimethyl-1H-pyrazol-4-yl]-acetic acid methyl ester), COC(CC=1C(=NN(C1C)CC1=CC=C(C=C1)N)C)=O ([1-(4-amino-benzyl)-3,5-dimethyl-1H-pyrazol-4-yl]-acetic acid methyl ester), C(C)(C)N(CC)C(C)C (diisopropylethylamine), ClC(=O)OCC1=CC=CC=C1 (benzyl chloroformate). The solvent is ClCCl (dichloromethane). Conditions: time 18 hour. Product: C(C1=CC=CC=C1)OC(=O)NC1=CC=C(CN2N=C(C(=C2C)CC(=O)O)C)C=C1 ([1-(4-Benzyloxycarbonylamino-benzyl)-3,5-dimethyl-1H-pyrazol-4-yl]-acetic acid). As a reaction SMILES: C(=O)([O-])N.C[O:6][C:7](=[O:24])[CH2:8][C:9]1[C:10]([CH3:23])=[N:11][N:12]([CH2:15][C:16]2[CH:21]=[CH:20][C:19]([NH2:22])=[CH:18][CH:17]=2)[C:13]=1[CH3:14].C(N(C(C)C)CC)(C)C.Cl[C:35]([O:37][CH2:38][C:39]1[CH:44]=[CH:43][CH:42]=[CH:41][CH:40]=1)=[O:36]>ClCCl>[CH2:38]([O:37][C:35]([NH:22][C:19]1[CH:20]=[CH:21][C:16]([CH2:15][N:12]2[C:13]([CH3:14])=[C:9]([CH2:8][C:7]([OH:6])=[O:24])[C:10]([CH3:23])=[N:11]2)=[CH:17][CH:18]=1)=[O:36])[C:39]1[CH:44]=[CH:43][CH:42]=[CH:41][CH:40]=1. Procedure: Carbamate formation: To a solution of [1-(4-amino-benzyl)-3,5-dimethyl-1H-pyrazol-4-yl]-acetic acid methyl ester (intermediate 1.1.3, 70 mg, 0.26 mmol) in dichloromethane (1 mL) was added diisopropylethylamine (55 μL, 0.32 mmol) and benzyl chloroformate (55 μL, 0.39 mmol). The reaction mixture was stirred for 18 h at room temperature. The reaction mixture was filtered over Alox B, eluting with 10% methanol in dichloromethane. Saponification: After removing the volatiles under reduced pressure, t...